This data is from the Open Reaction Database (ORD), a public repository of structured organic reaction records. The task is: describe an organic reaction: reactants, conditions, products, and yield The reactants are BrB(Br)Br, CCCCc1nc(-c2ccc(C(F)(F)F)cc2)sc1Cn1ccc2cc(OC)cnc21, CCOC(C)=O, ClCCl. The product is CCCCc1nc(-c2ccc(C(F)(F)F)cc2)sc1Cn1ccc2cc(O)cnc21. Reaction SMILES: [B:32]([Br:33])([Br:34])[Br:35].[CH2:1]([CH2:2][CH2:3][CH3:4])[c:5]1[n:6][c:7](-[c:22]2[cH:23][cH:24][c:25]([C:28]([F:29])([F:30])[F:31])[cH:26][cH:27]2)[s:8][c:9]1[CH2:10][n:11]1[cH:12][cH:13][c:14]2[c:15]1[n:16][cH:17][c:18]([O:20][CH3:21])[cH:19]2.[CH3:36][CH2:37][O:38][C:39](=[O:40])[CH3:41].[Cl:42][CH2:43][Cl:44]>>[CH2:1]([CH2:2][CH2:3][CH3:4])[c:5]1[n:6][c:7](-[c:22]2[cH:23][cH:24][c:25]([C:28]([F:29])([F:30])[F:31])[cH:26][cH:27]2)[s:8][c:9]1[CH2:10][n:11]1[cH:12][cH:13][c:14]2[c:15]1[n:16][cH:17][c:18]([OH:20])[cH:19]2. Reactants: [Sn](Cl)Cl (tin dichloride), ClC=1C(=CC=2C=3N(C(NC2C1)=O)C(NN3)=O)[N+](=O)[O-] (8-chloro-9-nitro-2,3,5,6-tetrahydro-1,2,4-triazolo[4,3-c]quinazoline-3,5-dione). Solvent: Cl (hydrochloric acid). Product: Cl.NC1=CC=2C=3N(C(NC2C=C1Cl)=O)C(NN3)=O (9-amino-8-chloro-2,3,5,6-tetrahydro-1,2,4-triazolo[4,3-c]quinazoline-3,5-dione hydrochloride). The yield is 67.0%. RXN SMILES: [Sn](Cl)[Cl:2].[Cl:4][C:5]1[C:6]([N+:20]([O-])=O)=[CH:7][C:8]2[C:9]3[N:10]([C:16](=[O:19])[NH:17][N:18]=3)[C:11](=[O:15])[NH:12][C:13]=2[CH:14]=1>Cl>[ClH:2].[NH2:20][C:6]1[C:5]([Cl:4])=[CH:14][C:13]2[NH:12][C:11](=[O:15])[N:10]3[C:16](=[O:19])[NH:17][N:18]=[C:9]3[C:8]=2[CH:7]=1 |f:3.4|. Procedure: 672 mg (2.98 mmol) of tin dichloride were dissolved in 3.4 ml of conc. hydrochloric acid at 80° C. 200 mg (0.71 mmol) of 8-chloro-9-nitro-2,3,5,6-tetrahydro-1,2,4-triazolo[4,3-c]quinazoline-3,5-dione were added portionwise thereto. After heating at reflux for 2 hrs. the precipitate was filtered off, washed with water and dried in a vacuum. 137 mg (67%) of 9-amino-8-chloro-2,3,5,6-tetrahydro-1,2,4-triazolo[4,3-c]quinazoline-3,5-dione hydrochloride were obtained as white crystals; Starting materials: C(C1=CC=CC=C1)OC1=C(C2=C(C=C(O2)C(=O)OCC)C=C1)CCC (ethyl 6-benzyloxy-7-propylbenzofuran-2-carboxylate), [H][H] (hydrogen). Reagents/catalysts: [Pd] (palladium/charcoal). The solvent is C(C)(=O)OCC (ethyl acetate). Yields the product OC1=C(C2=C(C=C(O2)C(=O)OCC)C=C1)CCC (ethyl 6-hydroxy-7-propylbenzofuran-2-carboxylate). RXN SMILES: C([O:8][C:9]1[CH:22]=[CH:21][C:12]2[CH:13]=[C:14]([C:16]([O:18][CH2:19][CH3:20])=[O:17])[O:15][C:11]=2[C:10]=1[CH2:23][CH2:24][CH3:25])C1C=CC=CC=1.[H][H]>C(OCC)(=O)C.[Pd]>[OH:8][C:9]1[CH:22]=[CH:21][C:12]2[CH:13]=[C:14]([C:16]([O:18][CH2:19][CH3:20])=[O:17])[O:15][C:11]=2[C:10]=1[CH2:23][CH2:24][CH3:25]. Reported procedure: The ester product of step (d) was dissolved in ethyl acetate and reduced under hydrogen with palladium/charcoal catalyst until uptake of hydrogen was complete. The solution was filtered and evaporated to leave ethyl 6-hydroxy-7-propylbenzofuran-2-carboxylate (2.8 g) as a pink solid. Starting materials: Cc1ncc(S(=O)(=O)c2ccc(OCc3ccccc3)cc2)c(Cl)n1, COc1ccc(N)c(C)c1, Cc1ccccc1, O, Cc1ccc(S(=O)(=O)O)cc1. Product: COc1ccc(Nc2nc(C)ncc2S(=O)(=O)c2ccc(OCc3ccccc3)cc2)c(C)c1. Reaction SMILES: [CH2:1]([c:2]1[cH:3][cH:4][cH:5][cH:6][cH:7]1)[O:8][c:9]1[cH:10][cH:11][c:12]([S:15](=[O:16])(=[O:17])[c:18]2[c:19]([Cl:25])[n:20][c:21]([CH3:24])[n:22][cH:23]2)[cH:13][cH:14]1.[CH3:26][c:27]1[c:28]([NH2:29])[cH:30][cH:31][c:32]([O:34][CH3:35])[cH:33]1.[CH3:48][c:49]1[cH:50][cH:51][cH:52][cH:53][cH:54]1.[OH2:36].[c:37]1([CH3:38])[cH:39][cH:40][c:41]([S:42]([OH:43])(=[O:44])=[O:45])[cH:46][cH:47]1>>[CH2:1]([c:2]1[cH:3][cH:4][cH:5][cH:6][cH:7]1)[O:8][c:9]1[cH:10][cH:11][c:12]([S:15](=[O:16])(=[O:17])[c:18]2[c:19]([NH:29][c:28]3[c:27]([CH3:26])[cH:33][c:32]([O:34][CH3:35])[cH:31][cH:30]3)[n:20][c:21]([CH3:24])[n:22][cH:23]2)[cH:13][cH:14]1. Reactants: COc1ccc(CCBr)cc1F, CN1CCc2[nH]c3ccc(Cl)cc3c2C1, [K+], [OH-], O. The product is COc1ccc(CCn2c3c(c4cc(Cl)ccc42)CN(C)CC3)cc1F. As a reaction SMILES: [Br:18][CH2:19][CH2:20][c:21]1[cH:22][c:23]([F:29])[c:24]([O:27][CH3:28])[cH:25][cH:26]1.[Cl:1][c:2]1[cH:3][c:4]2[c:5]3[c:6]([nH:7][c:8]2[cH:9][cH:10]1)[CH2:11][CH2:12][N:13]([CH3:15])[CH2:14]3.[K+:17].[OH-:16].[OH2:30]>>[Cl:1][c:2]1[cH:3][c:4]2[c:5]3[c:6]([n:7]([CH2:19][CH2:20][c:21]4[cH:22][c:23]([F:29])[c:24]([O:27][CH3:28])[cH:25][cH:26]4)[c:8]2[cH:9][cH:10]1)[CH2:11][CH2:12][N:13]([CH3:15])[CH2:14]3.